This data is from the Open Reaction Database (ORD), a public repository of structured organic reaction records. The task is: describe an organic reaction: reactants, conditions, products, and yield Starting materials: B(F)(F)F.CCOCC (boron trifluoride etherate), N(=O)OC(C)(C)C (Tert-butyl nitrite), BrC=1C(=C(C=NC1)N)C (5-bromo-4-methylpyridin-3-amine), COCCOC (1,2-dimethoxyethane), C(C)(=O)OC(C)=O (acetic anhydride). Solvent: CCCCC (pentane). Run at temperature -15 celsius, time 1 hour. The product is C(C)(=O)OC=1C=NC=C(C1C)Br (5-bromo-4-methylpyridin-3-yl acetate). Yield: 38.4%. RXN SMILES: B(F)(F)F.CCOCC.[Br:10][C:11]1[C:12]([CH3:18])=[C:13](N)[CH:14]=[N:15][CH:16]=1.COCCOC.N(OC(C)(C)C)=O.[C:32]([O:35]C(=O)C)(=[O:34])[CH3:33]>CCCCC>[C:32]([O:35][C:13]1[CH:14]=[N:15][CH:16]=[C:11]([Br:10])[C:12]=1[CH3:18])(=[O:34])[CH3:33] |f:0.1|. Procedure: To a flask containing boron trifluoride etherate (0.35 mL, 2.8 mmol) at −15° C. was added a solution of 5-bromo-4-methylpyridin-3-amine (249.0 mg, 1.331 mmol) in 1,2-dimethoxyethane (2.0 mL, 19 mmol). Tert-butyl nitrite (0.20 mL, 1.7 mmol) was then added dropwise and the reaction mixture stirred at −15° C. for one hour. 3 mL pentane was then added and the solid material collected by vacuum filtration. The solid material was dissolved in acetic anhydride (2.0 mL, 21 mmol) and stirred at 100° C. f... Reactants: dibromo, C(C)(C)(C)C1=CC=C(CBr)C=C1 (p-tert-butyl benzyl bromide), C([O-])([O-])=O.[Na+].[Na+] (Sodium carbonate), solution, CN (methylamine). Solvent: CO (methanol), CO (methanol). Reaction conditions: time 41 hour. Product: C(C)(C)(C)C1=CC=C(CCN)C=C1 (N-(4-tert-Butylbenzyl)methylamine). The yield is 53.7%. Reaction SMILES: C(=O)([O-])[O-].[Na+].[Na+].[CH3:7][NH2:8].[C:9]([C:13]1[CH:20]=[CH:19][C:16]([CH2:17]Br)=[CH:15][CH:14]=1)([CH3:12])([CH3:11])[CH3:10]>CO>[C:9]([C:13]1[CH:20]=[CH:19][C:16]([CH2:17][CH2:7][NH2:8])=[CH:15][CH:14]=1)([CH3:12])([CH3:11])[CH3:10] |f:0.1.2|. Reported procedure: p-tert-butyltoluene (14.8 g; 0.10 mol) was dissolved in carbon tetrachloride, and N-bromosuccinimide (17.8 g; 0.10 mol) and benzoyl peroxide (200 mg) were added thereto. The mixture was refluxed for 2 hours, and then cooled. Insoluble matter was filtered off, followed by washing with carbon tetrachloride. The filtrate was concentrated under reduced pressure, and the residue was dissolved in n-hexane, followed by drying over magnesium sulfate. The solvent was evaporated under reduced pressure, to... Starting materials: FC1=NC=C(C=C1B(O)O)OCCOC (2-fluoro-5-(2-methoxyethoxy)pyridin-3-ylboronic acid), ClC1=NC(=NC(=N1)C)N (4-chloro-6-methyl-1,3,5-triazin-2-amine), C(C)(=O)[O-].[K+] (potassium acetate). Run in CCO (EtOH), O (water). Reaction conditions: temperature 100 celsius. The product is FC1=NC=C(C=C1C1=NC(=NC(=N1)C)N)OCCOC (4-(2-fluoro-5-(2-methoxyethoxy)pyridin-3-yl)-6-methyl-1,3,5-triazin-2-amine). The yield is 23.9%. RXN SMILES: [F:1][C:2]1[C:7](B(O)O)=[CH:6][C:5]([O:11][CH2:12][CH2:13][O:14][CH3:15])=[CH:4][N:3]=1.Cl[C:17]1[N:22]=[C:21]([CH3:23])[N:20]=[C:19]([NH2:24])[N:18]=1.C([O-])(=O)C.[K+]>CCO.O>[F:1][C:2]1[C:7]([C:17]2[N:22]=[C:21]([CH3:23])[N:20]=[C:19]([NH2:24])[N:18]=2)=[CH:6][C:5]([O:11][CH2:12][CH2:13][O:14][CH3:15])=[CH:4][N:3]=1 |f:2.3|. Procedure: To a 20 mL microwave reaction tube was added 2-fluoro-5-(2-methoxyethoxy)pyridin-3-ylboronic acid (1.06 g, 4.95 mmol), 4-chloro-6-methyl-1,3,5-triazin-2-amine (Example 9, 0.508 g, 3.51 mmol), Am-Phos (Aldrich, 0.125 g, 0.176 mmol) and potassium acetate (Aldrich, 1.04 g, 10.6 mmol) in EtOH (10 mL) and water (1 mL). The mixture was degassed by bubbling argon through for 5 min. The tube was heated in a microwave reactor (Biotage) at 100° C. for 20 min. The reaction mixture was partitioned between w... Reactants: O.Br.OC=1C=C2C=CN=CC2=CC1O (6,7-dihydroxyisoquinoline hydrobromide monohydrate), C(C)(=O)OC(C)=O (acetic anhydride), FC(C(=O)O)(F)F (trifluoroacetic acid). Reaction conditions: time 24 hour. The product is C(C)(=O)OC=1C=C2C=CN=CC2=CC1OC(C)=O (6,7-diacetoxyisoquinoline). Yield: 93.4%. Reaction SMILES: O.Br.[OH:3][C:4]1[CH:5]=[C:6]2[C:11](=[CH:12][C:13]=1[OH:14])[CH:10]=[N:9][CH:8]=[CH:7]2.[C:15](OC(=O)C)(=[O:17])[CH3:16].F[C:23](F)(F)[C:24](O)=[O:25]>>[C:15]([O:3][C:4]1[CH:5]=[C:6]2[C:11](=[CH:12][C:13]=1[O:14][C:24](=[O:25])[CH3:23])[CH:10]=[N:9][CH:8]=[CH:7]2)(=[O:17])[CH3:16] |f:0.1.2|. Procedure: 500 mg (1.9 mmol) of 6,7-dihydroxyisoquinoline hydrobromide monohydrate was suspended in 10 ml of trifluoroacetic acid, and 2.0 ml (21 mmol) of acetic anhydride was added thereto at room temperature. The mixture was stirred at the same temperature for 24 hours. The reaction solution was concentrated under reduced pressure. Water and ethyl acetate were added to the residue. Then, the aqueous solution was adjusted to pH 8.0 with a 5% sodium hydrogen carbonate aqueous solution, and extracted with e...